From a dataset of the Open Reaction Database (ORD), a public repository of structured organic reaction records. describe an organic reaction: reactants, conditions, products, and yield Starting materials: ClC1=C2C=C(C(=NC2=CC=N1)C1=CC=C(C=C1)C1OCCO1)C1=CC=CC=C1 (5-Chloro-2-(4-[1,3]dioxolan-2-yl-phenyl)-3-phenyl-[1,6]naphthyridine), NN (hydrazine). Solvent: O1CCOCC1 (1,4-dioxane). Conditions: temperature 100 celsius. Yields the product O1C(OCC1)C1=CC=C(C=C1)C1=NC2=CC=NC(=C2C=C1C1=CC=CC=C1)NN ([2-(4-[1,3]Dioxolan-2-yl-phenyl)-3-phenyl-[1,6]naphthyridin-5-yl]-hydrazine). RXN SMILES: Cl[C:2]1[N:11]=[CH:10][CH:9]=[C:8]2[C:3]=1[CH:4]=[C:5]([C:23]1[CH:28]=[CH:27][CH:26]=[CH:25][CH:24]=1)[C:6]([C:12]1[CH:17]=[CH:16][C:15]([CH:18]3[O:22][CH2:21][CH2:20][O:19]3)=[CH:14][CH:13]=1)=[N:7]2.[NH2:29][NH2:30]>O1CCOCC1>[O:22]1[CH2:21][CH2:20][O:19][CH:18]1[C:15]1[CH:16]=[CH:17][C:12]([C:6]2[C:5]([C:23]3[CH:28]=[CH:27][CH:26]=[CH:25][CH:24]=3)=[CH:4][C:3]3[C:8](=[CH:9][CH:10]=[N:11][C:2]=3[NH:29][NH2:30])[N:7]=2)=[CH:13][CH:14]=1. Reported procedure: A suspension of 5-chloro-2-(4-[1,3]dioxolan-2-yl-phenyl)-3-phenyl-[1,6]naphthyridine (3-3, 5.2 g, 13.4 mmol) and anhydrous hydrazine (5 mL) in anhydrous 1,4-dioxane (15 mL) was heated at 100° C. in a microwave reactor for 5 min. The reaction mixture was cooled, concentrated and dried with toluene azotropically to give the title compound as a solid. LRMS m/z (M+1) Calcd: 385.2. Found 385.3. The reactants are CN1CCCC1CCN, ClCCl, O=Cc1ccc2ccccc2c1. Yields the product CN1CCCC1CCNCc1ccc2ccccc2c1. RXN SMILES: [CH3:13][N:14]1[CH:15]([CH2:19][CH2:20][NH2:21])[CH2:16][CH2:17][CH2:18]1.[Cl:22][CH2:23][Cl:24].[cH:1]1[c:2]([CH:11]=[O:12])[cH:3][cH:4][c:5]2[cH:6][cH:7][cH:8][cH:9][c:10]12>>[cH:1]1[c:2]([CH2:11][NH:21][CH2:20][CH2:19][CH:15]2[N:14]([CH3:13])[CH2:18][CH2:17][CH2:16]2)[cH:3][cH:4][c:5]2[cH:6][cH:7][cH:8][cH:9][c:10]12.